Dataset: the Open Reaction Database (ORD), a public repository of structured organic reaction records. Task: describe an organic reaction: reactants, conditions, products, and yield The solvent is C(C)C(=O)C (methyl ethyl ketone). Procedure: The title compound was prepared according to the procedure of Example 2 using the mercaptan produced in Example 64 (1.0 g, 0.003 mol), 3-(2-n-propyl-3-hydroxy-4-acetylphenoxy)-1-bromopropane (described in U.S. Pat. No. 4,565,882, Example 14) (1.1 g, 0.0033 mol) and anhydrous potassium carbonate (1.6 g) in methyl ethyl ketone (15 ml). The crude product was chromatographed on silica gel using 20% ethyl acetate/hexane as eluent to give 1.54 g (90%) of the product as an oil. RXN SMILES: [SH:1][CH2:2][CH:3]1[O:7][C:6]([CH2:15][CH2:16][C:17]([O:19][CH2:20][CH3:21])=[O:18])([CH2:8][CH2:9][C:10]([O:12][CH2:13][CH3:14])=[O:11])[S:5][CH2:4]1.[CH2:22]([C:25]1[C:35]([OH:36])=[C:34]([C:37](=[O:39])[CH3:38])[CH:33]=[CH:32][C:26]=1[O:27][CH2:28][CH2:29][CH2:30]Br)[CH2:23][CH3:24].C(=O)([O-])[O-].[K+].[K+]>C(C(C)=O)C>[C:37]([C:34]1[CH:33]=[CH:32][C:26]([O:27][CH2:28][CH2:29][CH2:30][S:1][CH2:2][CH:3]2[O:7][C:6]([CH2:8][CH2:9][C:10]([O:12][CH2:13][CH3:14])=[O:11])([CH2:15][CH2:16][C:17]([O:19][CH2:20][CH3:21])=[O:18])[S:5][CH2:4]2)=[C:25]([CH2:22][CH2:23][CH3:24])[C:35]=1[OH:36])(=[O:39])[CH3:38] |f:2.3.4|. Yield: 90.0%. The reactants are C([O-])([O-])=O.[K+].[K+] (potassium carbonate), SCC1CSC(O1)(CCC(=O)OCC)CCC(=O)OCC (Diethyl 5-(mercaptomethyl)-1,3-oxthiolane-2,2-dipropanoate), C(CC)C1=C(OCCCBr)C=CC(=C1O)C(C)=O (3-(2-n-propyl-3-hydroxy-4-acetylphenoxy)-1-bromopropane). Product: C(C)(=O)C1=C(C(=C(OCCCSCC2CSC(O2)(CCC(=O)OCC)CCC(=O)OCC)C=C1)CCC)O (Diethyl 5-[[[3-(4-acetyl-3-hydroxy-2-propylphenoxy)propyl]thio]methyl]-1,3-oxathiolane-2,2-dipropanoate), product.